Dataset: the Open Reaction Database (ORD), a public repository of structured organic reaction records. Task: describe an organic reaction: reactants, conditions, products, and yield Reported procedure: In a similar procedure, 3,4-methylenedioxyphenol was reacted with 2-(chloro)-2-(methylthio)-N-(2-methylpent-3-yn-2-yl)acetamide to give 2-(3,4-methylenedioxy-phenoxy)-2-methylthio-N-(2-methylpent-3-yn-2-yl)acetamide (Compound No. 4 of Table 3). As a reaction SMILES: [CH2:1]1[O:9][C:8]2[CH:7]=[CH:6][C:5]([OH:10])=[CH:4][C:3]=2[O:2]1.Cl[CH:12]([S:22][CH3:23])[C:13]([NH:15][C:16]([CH3:21])([C:18]#[C:19][CH3:20])[CH3:17])=[O:14]>>[CH2:1]1[O:9][C:8]2[CH:7]=[CH:6][C:5]([O:10][CH:12]([S:22][CH3:23])[C:13]([NH:15][C:16]([CH3:17])([C:18]#[C:19][CH3:20])[CH3:21])=[O:14])=[CH:4][C:3]=2[O:2]1. Starting materials: C1OC=2C=C(C=CC2O1)O (3,4-methylenedioxyphenol), ClC(C(=O)NC(C)(C#CC)C)SC (2-(chloro)-2-(methylthio)-N-(2-methylpent-3-yn-2-yl)acetamide). Product: C1OC=2C=C(OC(C(=O)NC(C)(C#CC)C)SC)C=CC2O1 (2-(3,4-methylenedioxy-phenoxy)-2-methylthio-N-(2-methylpent-3-yn-2-yl)acetamide). The reactants are C(=C)C1=CC=C(CCl)C=C1 (4-vinylbenzyl chloride), CN(C)CCCCCCCCCCCC (N,N-dimethyldodecylamine). Run at time 24 hour. The product is [Cl-].C[N+](CC1=CC=C(C=C1)C=C)(CCCCCCCCCCCC)C (N,N-dimethyl-N-dodecyl-N-(4-vinylbenzyl)ammonium chloride). Reaction SMILES: [CH:1]([C:3]1[CH:10]=[CH:9][C:6]([CH2:7][Cl:8])=[CH:5][CH:4]=1)=[CH2:2].[CH3:11][N:12]([CH2:14][CH2:15][CH2:16][CH2:17][CH2:18][CH2:19][CH2:20][CH2:21][CH2:22][CH2:23][CH2:24][CH3:25])[CH3:13]>>[Cl-:8].[CH3:11][N+:12]([CH3:13])([CH2:14][CH2:15][CH2:16][CH2:17][CH2:18][CH2:19][CH2:20][CH2:21][CH2:22][CH2:23][CH2:24][CH3:25])[CH2:7][C:6]1[CH:9]=[CH:10][C:3]([CH:1]=[CH2:2])=[CH:4][CH:5]=1 |f:2.3|. Procedure details: Into a 200 ml flask were added 29.8 g of 4-vinylbenzyl chloride and 50 g of N,N-dimethyldodecylamine. The reaction mixture was stirred at room temperature for 24 h. The solid precipitate from the reaction was filtered, washed with diethyl ether, and dried under vacuum at room temperature. Reactants: C(C(C)(C)C)(=O)OC1CC(C1)O[Si](C)(C)C(C)(C)C (3-(tert-butyldimethylsilyloxy)cyclobutyl pivalate), [H-].C(C(C)C)[Al+]CC(C)C (diisobutylaluminum hydride), hexanes. Run in C1CCOC1 (THF). Run at time 1 hour. Yields the product [Si](C)(C)(C(C)(C)C)OC1CC(C1)O (3-(tert-butyldimethylsilyloxy)cyclobutanol). RXN SMILES: C([O:7][CH:8]1[CH2:11][CH:10]([O:12][Si:13]([C:16]([CH3:19])([CH3:18])[CH3:17])([CH3:15])[CH3:14])[CH2:9]1)(=O)C(C)(C)C.[H-].C([Al+]CC(C)C)C(C)C>C1COCC1>[Si:13]([O:12][CH:10]1[CH2:11][CH:8]([OH:7])[CH2:9]1)([C:16]([CH3:19])([CH3:18])[CH3:17])([CH3:15])[CH3:14] |f:1.2|. Procedure: To a stirred solution of 3-(tert-butyldimethylsilyloxy)cyclobutyl pivalate (4.32 g, 15 mmol) in THF (20 ml) at 0° C. was added diisobutylaluminum hydride, 1.0 m solution in hexanes (48 ml, 48 mmol) dropwise. The reaction was stirred in 1 h, then slowly quenched with Rochelle's salt. The quenched mixture was stirred and layers were separated. The organic layer was dried over MgSO4 and concentrated to give the title compound as a colorless oil. As a reaction SMILES: [CH2:1]([Mg:5]CC)[CH2:2][CH2:3][CH3:4].[CH3:8][Si:9]([CH3:16])([CH3:15])[NH:10][Si:11]([CH3:14])([CH3:13])[CH3:12]>CCCCCCC>[CH3:8][Si:9]([N-:10][Si:11]([CH3:14])([CH3:13])[CH3:12])([CH3:16])[CH3:15].[CH2:1]([Mg+:5])[CH2:2][CH2:3][CH3:4] |f:3.4|. Run in CCCCCCC (heptane). Run at time 1 hour. Product: C[Si](C)(C)[N-][Si](C)(C)C.C(CCC)[Mg+] (Butyl Magnesium Bis(trimethylsilyl)amide). Reported procedure: A Fischer-Porter test tube size aerosol compatibility vessel is fitted with a tee and valves to maintain a nitrogen atmosphere. A heptane solution of butyl ethyl magnesium (25 mL, 16 mMoles) and hexamethyl disilazane (3.3 mL) are injected by syringe into the tube. Gas is evolved when the two reactants are contacted. After 1 hour and 40 minutes at room temperature, the contents of the tube are transferred to a flask for solvent evaporation without exposing the contents to air. After about four ho... Starting materials: C(CCC)[Mg]CC (butyl ethyl magnesium), C[Si](N[Si](C)(C)C)(C)C (hexamethyl disilazane). Reactants: C=C1CC(C(=O)Nc2ccc(Cl)cc2)C(C(=O)OC)C1, CO, [Na+], [OH-]. Product: C=C1CC(C(=O)O)C(C(=O)Nc2ccc(Cl)cc2)C1. RXN SMILES: [CH3:1][O:2][C:3](=[O:4])[CH:5]1[CH:6]([C:11]([NH:12][c:13]2[cH:14][cH:15][c:16]([Cl:19])[cH:17][cH:18]2)=[O:20])[CH2:7][C:8](=[CH2:10])[CH2:9]1.[CH3:21][OH:22].[Na+:24].[OH-:23]>>[O:2]=[C:3]([OH:4])[CH:5]1[CH:6]([C:11]([NH:12][c:13]2[cH:14][cH:15][c:16]([Cl:19])[cH:17][cH:18]2)=[O:20])[CH2:7][C:8](=[CH2:10])[CH2:9]1. Starting materials: [OH-].[Na+] (sodium hydroxide), C(C)(=O)OC1=C(C(=O)NC2=C(C(=O)OC)C=C(C=C2)NC(C2=C(C=CC=C2)OC(C)=O)=O)C=CC=C1 (methyl 2,5-bis(2'-acetoxybenzamido)-benzoate), CO (methanol), C(C)(=O)O (acetic acid). Run in O (water), O (water). The product is C(C=1C(O)=CC=CC1)(=O)NC1=C(C(=O)O)C=C(C=C1)NC(C=1C(O)=CC=CC1)=O (2,5-bis(salicylamido)-benzoic acid). Isolated yield 82.5%. Reaction SMILES: [OH-].[Na+].C([O:6][C:7]1[CH:38]=[CH:37][CH:36]=[CH:35][C:8]=1[C:9]([NH:11][C:12]1[CH:21]=[CH:20][C:19]([NH:22][C:23](=[O:34])[C:24]2[CH:29]=[CH:28][CH:27]=[CH:26][C:25]=2[O:30]C(=O)C)=[CH:18][C:13]=1[C:14]([O:16]C)=[O:15])=[O:10])(=O)C.CO.C(O)(=O)C>O>[C:9]([NH:11][C:12]1[CH:21]=[CH:20][C:19]([NH:22][C:23](=[O:34])[C:24]2[C:25](=[CH:26][CH:27]=[CH:28][CH:29]=2)[OH:30])=[CH:18][C:13]=1[C:14]([OH:16])=[O:15])(=[O:10])[C:8]1[C:7](=[CH:38][CH:37]=[CH:36][CH:35]=1)[OH:6] |f:0.1|. Reported procedure: An aqueous solution of 4 g of sodium hydroxide in 10 ml of water was added to a mixture of 5.3 g of methyl 2,5-bis(2'-acetoxybenzamido)-benzoate obtained in Example 3 and 100 ml of methanol. The resulting mixture was stirred at room temperature for 20 - 30 hours and then poured into 500 ml of water containing 10 ml of acetic acid to precipitate crystals. The crystals were recovered by filtration, washed with water and recrystallized from a mixture of dioxane and water to yield 3.5 g of 2,5-bis(s... Reactants: CCO, CCOC(=O)CCn1cc(Cl)c2cc(-c3noc(-c4ccc(OC)c(-c5ccccc5)c4)n3)ccc21, [Na+], [OH-]. The product is COc1ccc(-c2nc(-c3ccc4c(c3)c(Cl)cn4CCC(=O)[O-])no2)cc1-c1ccccc1, [Na+]. Reaction SMILES: [CH3:39][CH2:40][OH:41].[Cl:1][c:2]1[cH:3][n:4]([CH2:30][CH2:31][C:32](=[O:33])[O:34][CH2:35][CH3:36])[c:5]2[cH:6][cH:7][c:8](-[c:11]3[n:12][o:13][c:14](-[c:16]4[cH:17][c:18](-[c:24]5[cH:25][cH:26][cH:27][cH:28][cH:29]5)[c:19]([O:22][CH3:23])[cH:20][cH:21]4)[n:15]3)[cH:9][c:10]12.[Na+:38].[OH-:37]>>[Cl:1][c:2]1[cH:3][n:4]([CH2:30][CH2:31][C:32](=[O:33])[O-:34])[c:5]2[cH:6][cH:7][c:8](-[c:11]3[n:12][o:13][c:14](-[c:16]4[cH:17][c:18](-[c:24]5[cH:25][cH:26][cH:27][cH:28][cH:29]5)[c:19]([O:22][CH3:23])[cH:20][cH:21]4)[n:15]3)[cH:9][c:10]12.[Na+:38]. Starting materials: O=C([O-])[O-], CSc1ccc(O)cc1, N#Cc1ccc(F)cc1, [K+], [K+], [Na+], [OH-], O. The product is CSc1ccc(Oc2ccc(C#N)cc2)cc1. As a reaction SMILES: [C:19](=[O:20])([O-:21])[O-:22].[CH3:10][S:11][c:12]1[cH:13][cH:14][c:15]([OH:18])[cH:16][cH:17]1.[F:1][c:2]1[cH:3][cH:4][c:5]([C:6]#[N:7])[cH:8][cH:9]1.[K+:23].[K+:24].[Na+:26].[OH-:25].[OH2:27]>>[c:2]1([O:18][c:15]2[cH:14][cH:13][c:12]([S:11][CH3:10])[cH:17][cH:16]2)[cH:3][cH:4][c:5]([C:6]#[N:7])[cH:8][cH:9]1. Starting materials: FC(C=1C(=NC=CN1)C(=O)OC)(F)F (Methyl 3-trifluoromethylpyrazine-2-carboxylate), [OH-].[K+] (potassium hydroxide). Solvent: C(C)O.O (ethanol water). Yields the product FC(C=1C(=NC=CN1)C(=O)O)(F)F (3-trifluoromethylpyrazine-2-carboxylic acid). Isolated yield 62.6%. As a reaction SMILES: [F:1][C:2]([F:14])([F:13])[C:3]1[C:4]([C:9]([O:11]C)=[O:10])=[N:5][CH:6]=[CH:7][N:8]=1.[OH-].[K+]>C(O)C.O>[F:14][C:2]([F:1])([F:13])[C:3]1[C:4]([C:9]([OH:11])=[O:10])=[N:5][CH:6]=[CH:7][N:8]=1 |f:1.2,3.4|. Reported procedure: Methyl 3-trifluoromethylpyrazine-2-carboxylate (700 mg, 3.4 mmol) was dissolved in ethanol-water (1:1, 10 ml), followed by adding potassium hydroxide (300 mg) and refluxing under heating for 1 hour. The reaction solution was concentrated under reduced pressure, followed by dilution of residue with water and washing with ethyl acetate. The water layer was acidified with HCl, followed by extracting with ethyl acetate, washing with a saturated brine. The solution was dried over magnesium sulfate, a... Starting materials: C(C)(=O)[O-].[Na+] (sodium acetate), O=P(Cl)(Cl)Cl (POCl3), CN(C)C=O (DMF), CC=1SC=CC1C1=CC=CC=C1 (2-methyl-3-phenylthiophene). Solvent: O (water). Reaction conditions: time 1 hour. The product is C(=O)C=1SC(=C(C1)C1=CC=CC=C1)C (2-formyl-5-methyl-4-phenylthiophene). As a reaction SMILES: O=P(Cl)(Cl)Cl.CN([CH:9]=[O:10])C.[CH3:11][C:12]1[S:13][CH:14]=[CH:15][C:16]=1[C:17]1[CH:22]=[CH:21][CH:20]=[CH:19][CH:18]=1.C([O-])(=O)C.[Na+]>O>[CH:9]([C:14]1[S:13][C:12]([CH3:11])=[C:16]([C:17]2[CH:22]=[CH:21][CH:20]=[CH:19][CH:18]=2)[CH:15]=1)=[O:10] |f:3.4|. Procedure: 0.166 mol (15 mL) of POCl3 was added at 0° C. to a 0.5 mol (39 mL) of DMF. At the end of the addition, the mixture was allowed to warm to room temperature and stirred for 1 h. Then it was cooled again to 0° C. and treated with 2-methyl-3-phenylthiophene (29 g, 0.166 mol). The resulting reaction mixture was allowed to reach room temperature and after 12 h stirring at the same temperature was heated at 80° C. for 2 days. Then it was poured into a mixture of ice and water and added of sodium acetat...